From a dataset of the Open Reaction Database (ORD), a public repository of structured organic reaction records. describe an organic reaction: reactants, conditions, products, and yield The reactants are II (iodine), [Mg] (magnesium), C[Si](CCCO)(C)C (3-(trimethylsilyl)-1-propanol), CS(=O)(=O)[O-] (methanesulfonate), solution. The solvent is CCOCC (ether), CCOCC (ether). Run at time 3 hour. Yields the product [I-].[Mg+2].[I-] (magnesium iodide), ICCC[Si](C)(C)C ((3-iodopropyl)trimethysilane). Reaction SMILES: [I:1]I.[Mg:3].[CH3:4][Si:5]([CH3:11])([CH3:10])[CH2:6][CH2:7][CH2:8]O.CS([O-])(=O)=O>CCOCC>[I-:1].[Mg+2:3].[I-:1].[I:1][CH2:8][CH2:7][CH2:6][Si:5]([CH3:11])([CH3:10])[CH3:4] |f:5.6.7|. Procedure details: An ethereal solution of magnesium iodide was prepared by adding 4.85 g (19 mmol) of iodine to 0.46 g (19 mmol) of magnesium in suspension in 40 ml of dry ether. 28 ml of this solution was added to a solution containing the crude 3-(trimethylsilyl)-1-propanol, methanesulfonate in 10 ml of ether. The reaction mixture was stirred for 3 hours at room temperature and then partitioned between ether and water, the organic phase was separated and further washed with aqueous sodium thiosulfate. After eva... Starting materials: C(C)OCCC=1NC(=C(N1)C(C)(C)O)C(=O)OCC (ethyl 2-ethoxyethyl-4-(1-hydroxy-1-methylethyl)imidazole-5-carboxylate), CC(C)([O-])C.[K+] (potassium t-butoxide), C(C)(C)(C)OC(=O)C1=C(C=CC=C1)C1=CC=C(CBr)C=C1 (4-[2-(t-butoxycarbonyl)phenyl]benzyl bromide). Product: C(C)(C)(C)OC(=O)C1=C(C=CC=C1)C1=CC=C(C=C1)CN1C(=NC(=C1C(=O)OCC)C(C)(C)O)COCC (Ethyl 1-{4-[2-(t-butoxycarbonyl)phenyl]phenyl}methyl-2-ethoxymethyl-4-(1-hydroxy-1-methylethyl)imidazole-5-carboxylate). Yield: 98.5%. As a reaction SMILES: C(OC[CH2:5][C:6]1[NH:7][C:8]([C:15]([O:17][CH2:18][CH3:19])=[O:16])=[C:9]([C:11]([OH:14])([CH3:13])[CH3:12])[N:10]=1)C.[CH3:20][C:21](C)([O-:23])C.[K+].[C:26]([O:30][C:31]([C:33]1[CH:38]=[CH:37][CH:36]=[CH:35][C:34]=1[C:39]1[CH:46]=[CH:45][C:42]([CH2:43]Br)=[CH:41][CH:40]=1)=[O:32])([CH3:29])([CH3:28])[CH3:27]>>[C:26]([O:30][C:31]([C:33]1[CH:38]=[CH:37][CH:36]=[CH:35][C:34]=1[C:39]1[CH:46]=[CH:45][C:42]([CH2:43][N:7]2[C:8]([C:15]([O:17][CH2:18][CH3:19])=[O:16])=[C:9]([C:11]([OH:14])([CH3:12])[CH3:13])[N:10]=[C:6]2[CH2:5][O:23][CH2:21][CH3:20])=[CH:41][CH:40]=1)=[O:32])([CH3:29])([CH3:28])[CH3:27] |f:1.2|. Procedure: A procedure similar to that described in Example 82(a) was repeated, except that 315 mg of ethyl 4-(1-hydroxy-1-methylethyl)-2-ethoxymethylimidazole-5-carboxylate [prepared as described in Preparation 44(iii)], 145 mg of potassium t-butoxide and 510 mg of 4-[2-(t-butoxycarbonyl)phenyl]benzyl bromide were employed and the product was purified by column chromatography through silica gel using a 1:1 by volume mixture of hexane and ethyl acetate as the eluent, to obtain 600 mg of the title compound ... The reactants are CN1CCCC1=O, Clc1cc(-c2cccnc2)nc(-c2ccccn2)n1, [K+], [K+], O=C([O-])[O-], NCc1cccc2[nH]ccc12. Yields the product c1ccc(-c2nc(NCc3cccc4[nH]ccc34)cc(-c3cccnc3)n2)nc1. RXN SMILES: [CH3:37][N:38]1[CH2:39][CH2:40][CH2:41][C:42]1=[O:43].[Cl:1][c:2]1[n:3][c:4](-[c:14]2[n:15][cH:16][cH:17][cH:18][cH:19]2)[n:5][c:6](-[c:8]2[cH:9][n:10][cH:11][cH:12][cH:13]2)[cH:7]1.[K+:31].[K+:32].[O-:33][C:34]([O-:35])=[O:36].[nH:20]1[cH:21][cH:22][c:23]2[c:24]([CH2:29][NH2:30])[cH:25][cH:26][cH:27][c:28]12>>[c:2]1([NH:30][CH2:29][c:24]2[c:23]3[cH:22][cH:21][nH:20][c:28]3[cH:27][cH:26][cH:25]2)[n:3][c:4](-[c:14]2[n:15][cH:16][cH:17][cH:18][cH:19]2)[n:5][c:6](-[c:8]2[cH:9][n:10][cH:11][cH:12][cH:13]2)[cH:7]1. The reactants are CC(C)(C)OC(=O)N1CCNCC1, Cn1c(=O)c2[nH]c(Cl)nc2n(C)c1=O, CCOC(C)=O, O. Product: Cn1c(=O)c2[nH]c(N3CCN(C(=O)OC(C)(C)C)CC3)nc2n(C)c1=O. RXN SMILES: [C:15]([CH3:16])([CH3:17])([CH3:18])[O:19][C:20](=[O:21])[N:22]1[CH2:23][CH2:24][NH:25][CH2:26][CH2:27]1.[CH3:1][n:2]1[c:3]2[n:4][c:5]([Cl:6])[nH:7][c:8]2[c:9](=[O:10])[n:11]([CH3:12])[c:13]1=[O:14].[CH3:28][CH2:29][O:30][C:31](=[O:32])[CH3:33].[OH2:34]>>[CH3:1][n:2]1[c:3]2[n:4][c:5]([N:25]3[CH2:24][CH2:23][N:22]([C:20]([O:19][C:15]([CH3:16])([CH3:17])[CH3:18])=[O:21])[CH2:27][CH2:26]3)[nH:7][c:8]2[c:9](=[O:10])[n:11]([CH3:12])[c:13]1=[O:14]. Reactants: NC[C@@]1([C@H]2C=C(C[C@H]2C1)C1CCCC1)CC(=O)OC(C)(C)C (Tert-butyl(±)-[(1S,5R,6R)-6-aminomethyl-3-cyclopentylbicyclo[3.2.0]hept-3-en-6-yl]acetate). Run in Cl.C(C)(=O)OCC (hydrochloric acid ethyl acetate). Reaction conditions: time 2 hour. Product: NC[C@@]1([C@H]2C=C(C[C@H]2C1)C1CCCC1)CC(=O)O ((±)-[(1S,5R,6R)-6-aminomethyl-3-cyclopentylbicyclo[3.2.0]hept-3-en-6-yl]acetic acid). Yield: 43.2%. As a reaction SMILES: [NH2:1][CH2:2][C@@:3]1([CH2:15][C:16]([O:18]C(C)(C)C)=[O:17])[CH2:9][C@H:8]2[C@@H:4]1[CH:5]=[C:6]([CH:10]1[CH2:14][CH2:13][CH2:12][CH2:11]1)[CH2:7]2>Cl.C(OCC)(=O)C>[NH2:1][CH2:2][C@@:3]1([CH2:15][C:16]([OH:18])=[O:17])[CH2:9][C@H:8]2[C@@H:4]1[CH:5]=[C:6]([CH:10]1[CH2:14][CH2:13][CH2:12][CH2:11]1)[CH2:7]2 |f:1.2|. Procedure: Tert-butyl(±)-[(1S,5R,6R)-6-aminomethyl-3-cyclopentylbicyclo[3.2.0]hept-3-en-6-yl]acetate (2.00 g, 6.5 mmol) was dissolved in a 4 N hydrochloric acid-ethyl acetate solution (30 mL), and the solution was stirred at room temperature for 2 hours. Then, the solvent was distilled off under reduced pressure. The residue was suspended by the addition of dichloromethane. To the suspension, triethylamine was then added dropwise, and the resulting powder was collected by filtration. The obtained powder wa... Starting materials: COC=1C=CC(=NC1OC)NC=1C=2N(N=C(C1)C1=CC=C(C(=O)O)C=C1)C=CN2 (4-(8-(5,6-dimethoxypyridin-2-ylamino)imidazo[1,2-b]pyridazin-6-yl)benzoic acid), Cl.NCCC1=CC(N(C=C1)C)=O (4-(2-aminoethyl)-1-methylpyridin-2(1H)-one hydrochloride), CN1C=NC=C1 (1-methyl-1H-imidazole), CCN=C=NCCCN(C)C (EDCI). The solvent is ClCCl (dichloromethane), CN(C)C=O (DMF). Run at time 16 hour. The product is COC=1C=CC(=NC1OC)NC=1C=2N(N=C(C1)C1=CC=C(C(=O)NCCC3=CC(N(C=C3)C)=O)C=C1)C=CN2 (4-(8-(5,6-dimethoxypyridin-2-ylamino)imidazo[1,2-b]pyridazin-6-yl)-N-(2-(1-methyl-2-oxo-1,2-dihydropyridin-4-yl)ethyl)benzamide). The yield is 38.9%. Reaction SMILES: [CH3:1][O:2][C:3]1[CH:4]=[CH:5][C:6]([NH:11][C:12]2[C:13]3[N:14]([CH:27]=[CH:28][N:29]=3)[N:15]=[C:16]([C:18]3[CH:26]=[CH:25][C:21]([C:22](O)=[O:23])=[CH:20][CH:19]=3)[CH:17]=2)=[N:7][C:8]=1[O:9][CH3:10].Cl.[NH2:31][CH2:32][CH2:33][C:34]1[CH:39]=[CH:38][N:37]([CH3:40])[C:36](=[O:41])[CH:35]=1.CN1C=CN=C1.CCN=C=NCCCN(C)C>ClCCl.CN(C=O)C>[CH3:1][O:2][C:3]1[CH:4]=[CH:5][C:6]([NH:11][C:12]2[C:13]3[N:14]([CH:27]=[CH:28][N:29]=3)[N:15]=[C:16]([C:18]3[CH:26]=[CH:25][C:21]([C:22]([NH:31][CH2:32][CH2:33][C:34]4[CH:39]=[CH:38][N:37]([CH3:40])[C:36](=[O:41])[CH:35]=4)=[O:23])=[CH:20][CH:19]=3)[CH:17]=2)=[N:7][C:8]=1[O:9][CH3:10] |f:1.2|. Reported procedure: A mixture of 4-(8-(5,6-dimethoxypyridin-2-ylamino)imidazo[1,2-b]pyridazin-6-yl)benzoic acid (50 mg, 0.265 mmol), 4-(2-aminoethyl)-1-methylpyridin-2(1H)-one hydrochloride (16 mg, 0.132 mmol), 1-methyl-1H-imidazole (118 mg, 1.45 mmol) and EDCI (276 mg, 1.45 mmol) in dichloromethane (10 mL) and DMF (3 mL) was stirred at room temperature for 16 h then extracted with ethyl acetate (50 mL). The combined extracts were washed with water (5 mL×2), then brine (5 mL×2). After drying and concentration, the ... Reactants: CC1(OCCO1)CCCCN1N=C(C=C1)N (1-[4-(2-methyl-[1,3]dioxolan-2-yl)-butyl]-1H-pyrazol-3-ylamine), C1(=CC=CC=C1)/C=C/C(=O)O ((E)-3-phenyl-acrylic acid). Yields the product O=C(CCCCN1N=C(C=C1)NC(\C=C\C1=CC=CC=C1)=O)C ((E)-N-[1-(5-Oxo-hexyl)-1H-pyrazol-3-yl]-3-phenyl-acrylamide). As a reaction SMILES: [CH3:1][C:2]1([CH2:7][CH2:8][CH2:9][CH2:10][N:11]2[CH:15]=[CH:14][C:13]([NH2:16])=[N:12]2)[O:6]CCO1.[C:17]1(/[CH:23]=[CH:24]/[C:25](O)=[O:26])[CH:22]=[CH:21][CH:20]=[CH:19][CH:18]=1>>[O:6]=[C:2]([CH3:1])[CH2:7][CH2:8][CH2:9][CH2:10][N:11]1[CH:15]=[CH:14][C:13]([NH:16][C:25](=[O:26])/[CH:24]=[CH:23]/[C:17]2[CH:22]=[CH:21][CH:20]=[CH:19][CH:18]=2)=[N:12]1. Procedure: Following general procedure B followed by either C or D, starting from 1-[4-(2-methyl-[1,3]dioxolan-2-yl)-butyl]-1H-pyrazol-3-ylamine and (E)-3-phenyl-acrylic acid. The reactants are ClC1=NC(=C2N=CN(C2=N1)[C@H]1[C@@H]([C@@H]([C@H](C1)N1N=CC(=C1)CC)O)O)NCC(C1=CC=CC=C1)C1=CC=CC=C1 ((1R,2S,3R,5S)-3-[2-chloro-6-(2,2-diphenyl-ethylamino)-purin-9-yl]-5-(4-ethyl-pyrazol-1-yl)-cyclopentane-1,2-diol), FC(C(=O)O)(F)F.C1(=CC=CC=C1)C(CNC1=C2N=CN(C2=NC(=N1)NCCN1CCCCC1)[C@H]1[C@@H]([C@@H]([C@H](C1)N1N=CC(=C1)CO)O)O)C1=CC=CC=C1 ((1R,2S,3R,5S)-3-[6-(2,2-diphenyl-ethylamino)-2-(2-piperidin-1-yl-ethylamino)-purin-9-yl]-5-(4-hydroxymethyl-pyrazol-1-yl)-cyclopentane-1,2-diol trifluoro-acetate), N1(CCCC1)[C@H]1CNCC1 ((R)-[1,3′]bipyrrolidinyl). The product is FC(C(=O)O)(F)F.N1(CCCC1)[C@H]1CN(CC1)C1=NC(=C2N=CN(C2=N1)[C@H]1[C@@H]([C@@H]([C@H](C1)N1N=CC(=C1)CC)O)O)NCC(C1=CC=CC=C1)C1=CC=CC=C1 ((1R,2S,3R,5S)-3-[(R)-2-[1,3′]Bipyrrolidinyl-1′-yl-6-(2,2-diphenyl-ethylamino)-purin-9-yl]-5-(4-ethyl-pyrazol-1-yl)-cyclopentane-1,2-diol Trifluoroacetate). RXN SMILES: Cl[C:2]1[N:10]=[C:9]2[C:5]([N:6]=[CH:7][N:8]2[C@@H:11]2[CH2:15][C@H:14]([N:16]3[CH:20]=[C:19]([CH2:21][CH3:22])[CH:18]=[N:17]3)[C@@H:13]([OH:23])[C@H:12]2[OH:24])=[C:4]([NH:25][CH2:26][CH:27]([C:34]2[CH:39]=[CH:38][CH:37]=[CH:36][CH:35]=2)[C:28]2[CH:33]=[CH:32][CH:31]=[CH:30][CH:29]=2)[N:3]=1.[F:40][C:41]([F:46])([F:45])[C:42]([OH:44])=[O:43].C1(C(C2C=CC=CC=2)CN[C:56]2[N:64]=[C:63](NCCN3CCCCC3)N=[C:61]3[C:57]=2N=C[N:60]3[C@@H:74]2[CH2:78][C@H:77](N3C=C(CO)C=N3)[C@@H:76](O)[C@H]2O)C=CC=CC=1.N1([C@@H]2CCNC2)CCCC1>>[F:40][C:41]([F:46])([F:45])[C:42]([OH:44])=[O:43].[N:60]1([C@@H:61]2[CH2:57][CH2:56][N:64]([C:2]3[N:10]=[C:9]4[C:5]([N:6]=[CH:7][N:8]4[C@@H:11]4[CH2:15][C@H:14]([N:16]5[CH:20]=[C:19]([CH2:21][CH3:22])[CH:18]=[N:17]5)[C@@H:13]([OH:23])[C@H:12]4[OH:24])=[C:4]([NH:25][CH2:26][CH:27]([C:34]4[CH:39]=[CH:38][CH:37]=[CH:36][CH:35]=4)[C:28]4[CH:33]=[CH:32][CH:31]=[CH:30][CH:29]=4)[N:3]=3)[CH2:63]2)[CH2:74][CH2:78][CH2:77][CH2:76]1 |f:1.2,4.5|. Procedure details: This compound is prepared from (1R,2S,3R,5S)-3-[2-chloro-6-(2,2-diphenyl-ethylamino)-purin-9-yl]-5-(4-ethyl-pyrazol-1-yl)-cyclopentane-1,2-diol (Intermediate BA8) using a procedure analogous to that of (1R,2S,3R,5S)-3-[6-(2,2-diphenyl-ethylamino)-2-(2-piperidin-1-yl-ethylamino)-purin-9-yl]-5-(4-hydroxymethyl-pyrazol-1-yl)-cyclopentane-1,2-diol trifluoro-acetate (Example 461 by replacing 1-(2-amino-ethyl)piperidine with (R)-[1,3′]bipyrrolidinyl (intermediate EB). MS (ES+) m/e 648.44 (MH+). Reactants: CCBr, CCO, N=C(S)Nc1ccccc1. Yields the product CCSC(=N)Nc1ccccc1. Reaction SMILES: [CH2:11]([CH3:12])[Br:13].[CH3:14][CH2:15][OH:16].[c:1]1([NH:7][C:8]([SH:9])=[NH:10])[cH:2][cH:3][cH:4][cH:5][cH:6]1>>[c:1]1([NH:7][C:8]([S:9][CH2:11][CH3:12])=[NH:10])[cH:2][cH:3][cH:4][cH:5][cH:6]1.